This data is from the Open Reaction Database (ORD), a public repository of structured organic reaction records. The task is: describe an organic reaction: reactants, conditions, products, and yield The reactants are C(C1=CN=CC=C1)(=O)CC(C)=O (nicotinoyl-acetone), N (ammonia). The solvent is C(C)O (ethanol). Reaction conditions: temperature 50 celsius, time 3 day. Yields the product C(C1=CN=CC=C1)(=O)C=C(C)N (2-nicotinoyl-1-methylvinylamine). The yield is 91.0%. As a reaction SMILES: [C:1]([CH2:9][C:10](=O)[CH3:11])(=[O:8])[C:2]1[CH:7]=[CH:6][CH:5]=[N:4][CH:3]=1.[NH3:13]>C(O)C>[C:1]([CH:9]=[C:10]([NH2:13])[CH3:11])(=[O:8])[C:2]1[CH:7]=[CH:6][CH:5]=[N:4][CH:3]=1. Reported procedure: 7.5 g of nicotinoyl-acetone are dissolved in 45 ml of anhydrous ethanol and, after adding 20 ml of ammonia, the mixture is then stirred for 3 days at 50° C in an autoclave. Concentrating the clear solution leaves an oil which becomes solid after a short time. After recrystallisation from toluene, 2-nicotinoyl-1-methylvinylamine (melting point 82°) is obtained in a 91% yield.